From a dataset of the Open Reaction Database (ORD), a public repository of structured organic reaction records. describe an organic reaction: reactants, conditions, products, and yield Reactants: COC(=O)C1(Cl)CC1C(=O)OC(C)(C)C, ClCCl, O=C(O)C(F)(F)F. Yields the product COC(=O)C1(Cl)CC1C(=O)O. Reaction SMILES: [C:1]([CH3:2])([CH3:3])([CH3:4])[O:5][C:6](=[O:7])[CH:8]1[C:9]([C:11](=[O:12])[O:13][CH3:14])([Cl:15])[CH2:10]1.[Cl:23][CH2:24][Cl:25].[OH:16][C:17]([C:18]([F:19])([F:20])[F:21])=[O:22]>>[O:5]=[C:6]([OH:7])[CH:8]1[C:9]([C:11](=[O:12])[O:13][CH3:14])([Cl:15])[CH2:10]1. Starting materials: C(C1=CC=CC=C1)N1N=C(C=2C1=NC=NC2Cl)C2=CC(=CC=C2)OC (1-benzyl-4-chloro-3-(3-methoxy-phenyl)-pyrazolo[3,4-d]-pyrimidine), ClC=1C=C(N)C=CC1 (3-chloro-aniline). Solvent: C(CCC)O (1-butanol). The product is OC=1C=C(C=CC1)C1=NNC2=NC=NC(=C21)NC2=CC(=CC=C2)Cl (3-(3-Hydroxy-phenyl)-4-(3-chloro-phenylamino)-1H-pyrazolo[3,4-d]pyrimidine). As a reaction SMILES: C([N:8]1[C:12]2=[N:13][CH:14]=[N:15][C:16](Cl)=[C:11]2[C:10]([C:18]2[CH:23]=[CH:22][CH:21]=[C:20]([O:24]C)[CH:19]=2)=[N:9]1)C1C=CC=CC=1.[Cl:26][C:27]1[CH:28]=[C:29]([CH:31]=[CH:32][CH:33]=1)[NH2:30]>C(O)CCC>[OH:24][C:20]1[CH:19]=[C:18]([C:10]2[C:11]3[C:12](=[N:13][CH:14]=[N:15][C:16]=3[NH:30][C:29]3[CH:31]=[CH:32][CH:33]=[C:27]([Cl:26])[CH:28]=3)[NH:8][N:9]=2)[CH:23]=[CH:22][CH:21]=1. Procedure: A mixture of 70 mg (0.2 mmol) of 1-benzyl-4-chloro-3-(3-methoxy-phenyl)-pyrazolo[3,4-d]-pyrimidine, 115.6 μl (1.1 mmol) of 3-chloro-aniline and 7 ml of 1-butanol is heated under reflux for 20 hours and then concentrated by evaporation in vacuo. The residue is digested in hexane and filtered. Repeated digestion of the filter residue in diisopropyl ether and in ethanol yields the title compound; m.p. 118-119° C. Reactants: BrC1=CC(=C(S1)C)C1OCCO1 (2-(5-bromo-2-methylthiophen-3-yl)-1,3-dioxolane), [Cl-].[NH4+] (ammonium chloride), C1(=CC=CC=C1)B(O)O (phenylboronic acid), C([O-])([O-])=O.[Na+].[Na+] (sodium carbonate), Cl (hydrochloric acid). The reagents and catalysts are C1=CC=C(C=C1)P([C-]2C=CC=C2)C3=CC=CC=C3.C1=CC=C(C=C1)P([C-]2C=CC=C2)C3=CC=CC=C3.Cl[Pd]Cl.[Fe+2] ([1,1′-bis(diphenylphosphino)ferrocene]dichloropalladium(II)). Solvent: ClCCl (dichloromethane), CN(C=O)C (N,N-dimethylformamide), O (water), O1CCCC1 (tetrahydrofuran). Conditions: temperature 80 celsius, time 3 hour. Yields the product CC=1SC(=CC1C=O)C1=CC=CC=C1 (2-methyl-5-phenylthiophene-3-carbaldehyde). Isolated yield 60.5%. As a reaction SMILES: Br[C:2]1[S:6][C:5]([CH3:7])=[C:4]([CH:8]2[O:12]CCO2)[CH:3]=1.[C:13]1(B(O)O)[CH:18]=[CH:17][CH:16]=[CH:15][CH:14]=1.C(=O)([O-])[O-].[Na+].[Na+].[Cl-].[NH4+].Cl>O1CCCC1.C1C=CC(P(C2C=CC=CC=2)[C-]2C=CC=C2)=CC=1.C1C=CC(P(C2C=CC=CC=2)[C-]2C=CC=C2)=CC=1.Cl[Pd]Cl.[Fe+2].ClCCl.CN(C)C=O.O>[CH3:7][C:5]1[S:6][C:2]([C:13]2[CH:18]=[CH:17][CH:16]=[CH:15][CH:14]=2)=[CH:3][C:4]=1[CH:8]=[O:12] |f:2.3.4,5.6,9.10.11.12|. Procedure details: To a mixture of 2-(5-bromo-2-methylthiophen-3-yl)-1,3-dioxolane (3.50 g) synthesized above, phenylboronic acid (2.56 g), sodium carbonate (2.96 g), water (10 mL) and N,N-dimethylformamide (50 mL) was added [1,1′-bis(diphenylphosphino)ferrocene]dichloropalladium(II).dichloromethane adduct (1.14 g). The reaction mixture was deaerated, and the mixture was stirred at 80° C. for 3 hr under an argon atmosphere. Saturated aqueous ammonium chloride solution was added to quench the reaction, and the mixt...